From a dataset of the Open Reaction Database (ORD), a public repository of structured organic reaction records. describe an organic reaction: reactants, conditions, products, and yield Reactants: OC(CN1C(=O)N(C(=O)C(C1=O)(CC)CC)CC(CC1=CC(=C(C(=C1)C(C)(C)C)O)C(C)(C)C)O)CC1=CC(=C(C(=C1)C(C)(C)C)O)C(C)(C)C (1,3-bis-[2-hydroxy-3-(3,5-di-tert.-butyl-4hydroxyphenyl)-propyl]-5,5-diethylbarbiturate), C(CCCCCCCCCCCCCCCCC)(=O)Cl (stearic acid chloride), Cl (hydrochloric acid). The solvent is ligroin. Product: C(CCCCCCCCCCCCCCCCC)(=O)OC(CN1C(=O)N(C(=O)C(C1=O)(CC)CC)CC(CC1=CC(=C(C(=C1)C(C)(C)C)O)C(C)(C)C)OC(CCCCCCCCCCCCCCCCC)=O)CC1=CC(=C(C(=C1)C(C)(C)C)O)C(C)(C)C (1,3-bis-[2-stearoyloxy-3-(3,5-di-tert.-butyl-4-hydroxyphenyl)-propyl]-5,5-diethylbarbiturate). Yield: 52.3%. Reaction SMILES: [OH:1][CH:2]([CH2:36][C:37]1[CH:42]=[C:41]([C:43]([CH3:46])([CH3:45])[CH3:44])[C:40]([OH:47])=[C:39]([C:48]([CH3:51])([CH3:50])[CH3:49])[CH:38]=1)[CH2:3][N:4]1[C:11](=[O:12])[C:10]([CH2:15][CH3:16])([CH2:13][CH3:14])[C:8](=[O:9])[N:7]([CH2:17][CH:18]([OH:35])[CH2:19][C:20]2[CH:25]=[C:24]([C:26]([CH3:29])([CH3:28])[CH3:27])[C:23]([OH:30])=[C:22]([C:31]([CH3:34])([CH3:33])[CH3:32])[CH:21]=2)[C:5]1=[O:6].[C:52](Cl)(=[O:70])[CH2:53][CH2:54][CH2:55][CH2:56][CH2:57][CH2:58][CH2:59][CH2:60][CH2:61][CH2:62][CH2:63][CH2:64][CH2:65][CH2:66][CH2:67][CH2:68][CH3:69].Cl>>[C:52]([O:35][CH:18]([CH2:19][C:20]1[CH:25]=[C:24]([C:26]([CH3:29])([CH3:28])[CH3:27])[C:23]([OH:30])=[C:22]([C:31]([CH3:32])([CH3:33])[CH3:34])[CH:21]=1)[CH2:17][N:7]1[C:8](=[O:9])[C:10]([CH2:15][CH3:16])([CH2:13][CH3:14])[C:11](=[O:12])[N:4]([CH2:3][CH:2]([O:1][C:52](=[O:70])[CH2:53][CH2:54][CH2:55][CH2:56][CH2:57][CH2:58][CH2:59][CH2:60][CH2:61][CH2:62][CH2:63][CH2:64][CH2:65][CH2:66][CH2:67][CH2:68][CH3:69])[CH2:36][C:37]2[CH:42]=[C:41]([C:43]([CH3:46])([CH3:45])[CH3:44])[C:40]([OH:47])=[C:39]([C:48]([CH3:49])([CH3:50])[CH3:51])[CH:38]=2)[C:5]1=[O:6])(=[O:70])[CH2:53][CH2:54][CH2:55][CH2:56][CH2:57][CH2:58][CH2:59][CH2:60][CH2:61][CH2:62][CH2:63][CH2:64][CH2:65][CH2:66][CH2:67][CH2:68][CH3:69]. Procedure: 7.0 g (0.01 mol) of 1,3-bis-[2-hydroxy-3-(3,5-di-tert.-butyl-4hydroxyphenyl)-propyl]-5,5-diethylbarbiturate and 6 g (0.02 mol) of stearic acid chloride in 50 ml of ligroin are brought to the reflux temperature and the resulting clear solution is kept at this temperature until the evolution of hydrochloric acid has ceased. After evaporating the solvent in vacuo, a syrupy residue is obtained which when chromatographed on a silica gel column gives 6.5 g (53% of theory) of 1,3-bis-[2-stearoyloxy-3-(...